describe an organic reaction: reactants, conditions, products, and yield From a dataset of the Open Reaction Database (ORD), a public repository of structured organic reaction records. Starting materials: NC(=O)CBr, O=C([O-])[O-], CC#N, CCOC(C)=O, [Cs+], [Cs+], N#Cc1ccc2[nH]c(CC(F)(F)F)cc2c1C(F)(F)F. Yields the product N#Cc1ccc2c(cc(CC(F)(F)F)n2CC(N)=O)c1C(F)(F)F. RXN SMILES: [Br:27][CH2:28][C:29](=[O:30])[NH2:31].[C:21](=[O:22])([O-:23])[O-:24].[CH3:32][C:33]#[N:34].[CH3:35][CH2:36][O:37][C:38]([CH3:39])=[O:40].[Cs+:25].[Cs+:26].[F:1][C:2]([CH2:3][c:4]1[nH:5][c:6]2[cH:7][cH:8][c:9]([C:17]#[N:18])[c:10]([C:13]([F:14])([F:15])[F:16])[c:11]2[cH:12]1)([F:19])[F:20]>>[F:1][C:2]([CH2:3][c:4]1[n:5]([CH2:28][C:29](=[O:30])[NH2:31])[c:6]2[cH:7][cH:8][c:9]([C:17]#[N:18])[c:10]([C:13]([F:14])([F:15])[F:16])[c:11]2[cH:12]1)([F:19])[F:20]. As a reaction SMILES: [CH3:15][CH2:16][OH:17].[CH3:1][S-:2].[Cl:4][c:5]1[n:6][cH:7][c:8]([CH2:13][Cl:14])[cH:9][c:10]1[O:11][CH3:12].[Na+:3]>>[CH3:1][S:2][CH2:13][c:8]1[cH:7][n:6][c:5]([Cl:4])[c:10]([O:11][CH3:12])[cH:9]1. The product is COc1cc(CSC)cnc1Cl. The reactants are CCO, C[S-], COc1cc(CCl)cnc1Cl, [Na+]. The reactants are C(C1=CC=CC=C1)NC1=C(C=NC=2N1N=CC2C(=O)O)C(=O)N2CCC1(CC2)COC2=C1C=CC=C2 (7-Benzylamino-6-(2H-spiro[benzofuran-3,4′-piperidine]-1′-ylcarbonyl)pyrazolo[1,5-a]pyrimidine-3-carboxylic acid), C(C)S(=O)(=O)N (ethanesulfonamide). The product is C(C1=CC=CC=C1)NC1=C(C=NC=2N1N=CC2C(=O)NS(=O)(=O)CC)C(=O)N2CCC1(CC2)COC2=C1C=CC=C2 (N-[7-Benzylamino-6-(2H-spiro[benzofuran-3,4′-piperidine]-1′-ylcarbonyl)pyrazolo[1,5-a]pyrimidine-3-carbonyl]ethanesulfonamide). The yield is 39.7%. RXN SMILES: [CH2:1]([NH:8][C:9]1[N:14]2[N:15]=[CH:16][C:17]([C:18](O)=[O:19])=[C:13]2[N:12]=[CH:11][C:10]=1[C:21]([N:23]1[CH2:28][CH2:27][C:26]2([C:32]3[CH:33]=[CH:34][CH:35]=[CH:36][C:31]=3[O:30][CH2:29]2)[CH2:25][CH2:24]1)=[O:22])[C:2]1[CH:7]=[CH:6][CH:5]=[CH:4][CH:3]=1.[CH2:37]([S:39]([NH2:42])(=[O:41])=[O:40])[CH3:38]>>[CH2:1]([NH:8][C:9]1[N:14]2[N:15]=[CH:16][C:17]([C:18]([NH:42][S:39]([CH2:37][CH3:38])(=[O:41])=[O:40])=[O:19])=[C:13]2[N:12]=[CH:11][C:10]=1[C:21]([N:23]1[CH2:24][CH2:25][C:26]2([C:32]3[CH:33]=[CH:34][CH:35]=[CH:36][C:31]=3[O:30][CH2:29]2)[CH2:27][CH2:28]1)=[O:22])[C:2]1[CH:7]=[CH:6][CH:5]=[CH:4][CH:3]=1. Reported procedure: In the same manner as in Example 1, step 6 and using 7-benzylamino-6-(2H-spiro[benzofuran-3,4′-piperidine]-1′-ylcarbonyl)pyrazolo[1,5-a]pyrimidine-3-carboxylic acid (0.055 g, 0.114 mmol) obtained in Example 125, step 2 and ethanesulfonamide (0.062 g, 0.569 mmol), the title compound (0.026 g, 47%) was obtained. The reactants are CS(=O)(=O)[O-].C(C)(C)N(C(=O)C1=CC(=C(OCCCCOC=2C=CC3=C(C(=NO3)NC(=O)[C@H](C)[NH3+])C2)C=C1)OC)C(C)C ((1S)-1-{5-[4-(4-diisopropylcarbamoyl-2-methoxy-phenoxy)-butoxy]-benzo[d]isoxazole-3-ylcarbamoyl}-ethyl-ammonium methane sulfonic acid salt), C(C)(C)(C)OC(=O)NCC(=O)O (N-(t-butoxycarbonyl)glycine), compound, CS(=O)(=O)O.C(C)(C)N(C(=O)C1=CC(=C(OCCCCOC=2C=CC3=C(C(=NO3)NC(=O)[NH2+]C)C2)C=C1)OC)C(C)C ({5-[4-(4-diisopropylcarbamoyl-2-methoxy-phenoxy)-butoxy]-benzo[d]isoxazole-3-ylcarbamoyl}-methyl-ammonium methane sulfonic acid). The product is CS(=O)(=O)[O-].C(C)(C)N(C(=O)C1=CC(=C(OCCCCOC2=CC3=C(C(=NO3)NC(=O)[C@H](C)NC(=O)[NH2+]C)C=C2)C=C1)OC)C(C)C (((1S)-1-{6-[4-(4-diisopropylcarbamoyl-2-methoxy-phenoxy)-butoxy]-benzo[d]isoxazole-3-ylcarbamoyl}-ethyl-carbamoyl)-methyl-ammonium methane sulfonic acid salt). Isolated yield 72.0%. As a reaction SMILES: [CH3:1][S:2]([O-:5])(=[O:4])=[O:3].C(N(C(C)C)C(C1C=CC(OCCCCO[C:22]2[CH:23]=[CH:24][C:25]3[O:29][N:28]=[C:27]([NH:30][C:31]([C@@H:33]([NH3+:35])[CH3:34])=[O:32])[C:26]=3[CH:36]=2)=C(OC)C=1)=O)(C)C.CS(O)(=O)=O.[CH:49]([N:52]([CH:83]([CH3:85])[CH3:84])[C:53]([C:55]1[CH:80]=[CH:79][C:58]([O:59][CH2:60][CH2:61][CH2:62][CH2:63][O:64]C2C=CC3ON=C(NC([NH2+]C)=O)C=3C=2)=[C:57]([O:81][CH3:82])[CH:56]=1)=[O:54])([CH3:51])[CH3:50].C([O:90][C:91]([NH:93][CH2:94]C(O)=O)=O)(C)(C)C>>[CH3:1][S:2]([O-:5])(=[O:4])=[O:3].[CH:83]([N:52]([CH:49]([CH3:51])[CH3:50])[C:53]([C:55]1[CH:80]=[CH:79][C:58]([O:59][CH2:60][CH2:61][CH2:62][CH2:63][O:64][C:23]2[CH:22]=[CH:36][C:26]3[C:27]([NH:30][C:31]([C@@H:33]([NH:35][C:91]([NH2+:93][CH3:94])=[O:90])[CH3:34])=[O:32])=[N:28][O:29][C:25]=3[CH:24]=2)=[C:57]([O:81][CH3:82])[CH:56]=1)=[O:54])([CH3:84])[CH3:85] |f:0.1,2.3,5.6|. Procedure details: (1S)-1-{5-[4-(4-diisopropylcarbamoyl-2-methoxy-phenoxy)-butoxy]-benzo[d]isoxazole-3-ylcarbamoyl}-ethyl-ammonium methane sulfonic acid salt, the compound of EXAMPLE 2, was used as a starting material in place of {5-[4-(4-diisopropylcarbamoyl-2-methoxy-phenoxy)-butoxy]-benzo[d]isoxazole-3-ylcarbamoyl}-methyl-ammonium methane sulfonic acid used in the above EXAMPLE 6. According to the same method as in EXAMPLE 6, N-(t-butoxycarbonyl)glycine was used, the above title compound was obtained. (yield: 7... Starting materials: [H-].[Al+3].[Li+].[H-].[H-].[H-] (lithium aluminium hydride), O1CCCC1 (tetrahydrofuran), 3,4-dihydro-1-benzopyran 2-(4'-phenylpiperidinyl)carboxamide, O1CCCC1 (tetrahydrofuran), C(C)(=O)OCC (ethyl acetate), C(=O)([O-])C(O)C(O)C(=O)[O-].[K+].[Na+] (sodium potassium tartrate). Run at temperature 20 celsius, time 3 hour. Product: title compound, O1CCCC2=C1C=CC=C2 (3,4-dihydro-1-benzopyran). The yield is 80.0%. As a reaction SMILES: [H-].[Al+3].[Li+].[H-].[H-].[H-].[C:7]([O:10][CH2:11][CH3:12])(=O)[CH3:8].[C:13]([CH:16]([CH:18]([C:20]([O-])=O)O)O)([O-])=O.[K+].[Na+].O1CCC[CH2:26]1>>[O:10]1[C:7]2[CH:8]=[CH:26][CH:20]=[CH:18][C:16]=2[CH2:13][CH2:12][CH2:11]1 |f:0.1.2.3.4.5,7.8.9|. Procedure details: To a suspension of lithium aluminium hydride (120 mg, 3 mmol) in dry tetrahydrofuran (20 ml) at 0° C. under nitrogen was added dropwise a solution of 3,4-dihydro-1-benzopyran-2-(4'-phenylpiperidinyl)carboxamide (480 mg, 1.5 mmol) in dry tetrahydrofuran (20 ml). The mixture was stirred at 0° C. for 1/2 hour and at 20° C. for 3 hours. Wet ethyl acetate (10 ml) was added dropwise then saturated sodium potassium tartrate (20 ml). After stirring for 1 hour, the mixture was extracted with ethyl acetat... Reactants: C[S-], Cl, COc1cc(F)ccc1C(C)=O, [Na+], CN(C)C=O. Product: COc1cc(SC)ccc1C(C)=O. RXN SMILES: [CH3:1][S-:2].[ClH:16].[F:4][c:5]1[cH:6][c:7]([O:14][CH3:15])[c:8]([C:11]([CH3:12])=[O:13])[cH:9][cH:10]1.[Na+:3].[O:17]=[CH:18][N:19]([CH3:20])[CH3:21]>>[CH3:1][S:2][c:5]1[cH:6][c:7]([O:14][CH3:15])[c:8]([C:11]([CH3:12])=[O:13])[cH:9][cH:10]1.